This data is from the Open Reaction Database (ORD), a public repository of structured organic reaction records. The task is: describe an organic reaction: reactants, conditions, products, and yield The reactants are CC(=O)[O-], CC(=O)[O-], CC(=O)[O-], CC(=O)[O-], O=C(OCc1ccccc1)N1CCC(O)CC1, ClCCl, CCOC(=O)C=[N+]=[N-], [Rh+3], [Rh+3]. The product is CCOC(=O)COC1CCN(C(=O)OCc2ccccc2)CC1. RXN SMILES: [C:29]([O-:30])(=[O:31])[CH3:32].[C:33]([O-:34])(=[O:35])[CH3:36].[C:37]([O-:38])(=[O:39])[CH3:40].[C:41]([O-:42])(=[O:43])[CH3:44].[CH2:1]([c:2]1[cH:3][cH:4][cH:5][cH:6][cH:7]1)[O:8][C:9](=[O:10])[N:11]1[CH2:12][CH2:13][CH:14]([OH:17])[CH2:15][CH2:16]1.[Cl:26][CH2:27][Cl:28].[N+:18](=[N-:19])=[CH:20][C:21](=[O:22])[O:23][CH2:24][CH3:25].[Rh+3:45].[Rh+3:46]>>[CH2:1]([c:2]1[cH:3][cH:4][cH:5][cH:6][cH:7]1)[O:8][C:9](=[O:10])[N:11]1[CH2:12][CH2:13][CH:14]([O:17][CH2:20][C:21](=[O:22])[O:23][CH2:24][CH3:25])[CH2:15][CH2:16]1.